The task is: describe an organic reaction: reactants, conditions, products, and yield. This data is from the Open Reaction Database (ORD), a public repository of structured organic reaction records. The reactants are C(C)(C)(C)OC(NC1=C(C=C(C(=C1)N(CCC)C)C)NC(CC(=O)C1=CC(=CC=C1)C1=CC(=NO1)C)=O)=O ([4-methyl-2-{3-[3-(3-methyl-isoxazol-5-yl)-phenyl]-3-oxo-propionylamino}-5-(methyl-propyl-amino)-phenyl]-carbamic acid tert-butyl ester), C(=O)(C(F)(F)F)O (TFA). Solvent: C(Cl)Cl (CH2Cl2). Product: CC=1C(=CC2=C(NC(CC(=N2)C2=CC(=CC=C2)C2=CC(=NO2)C)=O)C1)N(CCC)C (8-Methyl-4-[3-(3-methyl-isoxazol-5-yl)-phenyl]-7-(methyl-propyl-amino)-1,3-dihydro-benzo[b][1,4]diazepin-2-one), solid. Yield: 64.0%. Reaction SMILES: C(OC(=O)[NH:7][C:8]1[CH:13]=[C:12]([N:14]([CH3:18])[CH2:15][CH2:16][CH3:17])[C:11]([CH3:19])=[CH:10][C:9]=1[NH:20][C:21](=[O:37])[CH2:22][C:23]([C:25]1[CH:30]=[CH:29][CH:28]=[C:27]([C:31]2[O:35][N:34]=[C:33]([CH3:36])[CH:32]=2)[CH:26]=1)=O)(C)(C)C.C(O)(C(F)(F)F)=O>C(Cl)Cl>[CH3:19][C:11]1[C:12]([N:14]([CH3:18])[CH2:15][CH2:16][CH3:17])=[CH:13][C:8]2[N:7]=[C:23]([C:25]3[CH:30]=[CH:29][CH:28]=[C:27]([C:31]4[O:35][N:34]=[C:33]([CH3:36])[CH:32]=4)[CH:26]=3)[CH2:22][C:21](=[O:37])[NH:20][C:9]=2[CH:10]=1. Procedure: The title compound was prepared from [4-methyl-2-{3-[3-(3-methyl-isoxazol-5-yl)-phenyl]-3-oxo-propionylamino}-5-(methyl-propyl-amino)-phenyl]-carbamic acid tert-butyl ester (Example M84) (0.33 g, 0.63 mmol) by treatment with TFA in CH2Cl2 according to the general procedure N. Obtained as a light yellow solid (163 mg, 64%). The reactants are FC(C1=C(C=C(CNS(=O)C(C)(C)C)C=C1)NC1=NC2=C(N1C)C=C(C(=C2)Cl)N2CCC(CC2)C(F)(F)F)(F)F (N-(4-trifluoromethyl-3-(5-chloro-1-methyl-6-(4-trifluoromethyl-piperidin-1-yl)-1H-benzo[d]imidazol-2-ylamino)benzyl)-2-methylpropane-2-sulfinamide), ClC=1C=C(C(=O)OO)C=CC1 (m-chloroperoxybenzoic acid), C(Cl)(Cl)Cl (CHCl3), P(Br)(Br)Br (PBr3). Solvent: C(Cl)Cl (DCM), [Cl-].[Na+].O (brine), O (H2O). Run at time 15 minute. Yields the product FC(C1=C(C=C(CNS(=O)(=O)C(C)(C)C)C=C1)NC1=NC2=C(N1C)C=C(C(=C2)Cl)N2CCC(CC2)C(F)(F)F)(F)F (N-(4-Trifluoromethyl-3-(5-chloro-1-methyl-6-(4-trifluoromethyl-piperidin-1-yl)-1H-benzo[d]imidazol-2-ylamino)benzyl)-2-methylpropane-2-sulfonamide). As a reaction SMILES: [F:1][C:2]([F:40])([F:39])[C:3]1[CH:16]=[CH:15][C:6]([CH2:7][NH:8][S:9]([C:11]([CH3:14])([CH3:13])[CH3:12])=[O:10])=[CH:5][C:4]=1[NH:17][C:18]1[N:22]([CH3:23])[C:21]2[CH:24]=[C:25]([N:29]3[CH2:34][CH2:33][CH:32]([C:35]([F:38])([F:37])[F:36])[CH2:31][CH2:30]3)[C:26]([Cl:28])=[CH:27][C:20]=2[N:19]=1.ClC1C=C(C=CC=1)C(OO)=[O:46].C(Cl)(Cl)Cl.P(Br)(Br)Br>[Cl-].[Na+].O.O.C(Cl)Cl>[F:40][C:2]([F:1])([F:39])[C:3]1[CH:16]=[CH:15][C:6]([CH2:7][NH:8][S:9]([C:11]([CH3:12])([CH3:14])[CH3:13])(=[O:46])=[O:10])=[CH:5][C:4]=1[NH:17][C:18]1[N:22]([CH3:23])[C:21]2[CH:24]=[C:25]([N:29]3[CH2:30][CH2:31][CH:32]([C:35]([F:37])([F:36])[F:38])[CH2:33][CH2:34]3)[C:26]([Cl:28])=[CH:27][C:20]=2[N:19]=1 |f:4.5.6|. Procedure: A mixture of N-(4-trifluoromethyl-3-(5-chloro-1-methyl-6-(4-trifluoromethyl-piperidin-1-yl)-1H-benzo[d]imidazol-2-ylamino)benzyl)-2-methylpropane-2-sulfinamide (140 mg, 0.23 mmol), m-chloroperoxybenzoic acid (198 mg, 1.15 mmol) and CHCl3 (7 mL) was stirred at rt for 15 min. The mixture was poured into brine and extracted with DCM. The organic layer was dried over Na2SO4, filtered and concentrated. The residue was mixed with PBr3 (144 mg, 0.50 mmol) and DCM (5 ml) and the mixture was stirred at r... Reactants: COC(=O)CC(C)=O, CN, CC(=O)O, CC(C)O, Cl, COC(=O)C1=C(C)N(C)C(C)=C([N+](=O)[O-])C1c1ccccc1C(F)(F)F, CC(=O)C[N+](=O)[O-]. Product: O=Cc1ccccc1C(F)(F)F. As a reaction SMILES: [C:27]([O:28][CH3:29])(=[O:31])[CH2:32][C:33](=[O:30])[CH3:34].[CH3:43][NH2:44].[CH3:45][C:46](=[O:47])[OH:48].[CH:49]([OH:50])([CH3:51])[CH3:52].[ClH:42].[N+:1]([C:2]1=[C:23]([CH3:24])[N:21]([CH3:22])[C:8]([CH3:20])=[C:3]([C:4]([O:5][CH3:6])=[O:7])[CH:9]1[c:10]1[c:11]([C:16]([F:17])([F:18])[F:19])[cH:12][cH:13][cH:14][cH:15]1)([O-:25])=[O:26].[N+:35]([CH2:36][C:37](=[O:38])[CH3:39])([O-:40])=[O:41]>>[CH:9]([c:10]1[c:11]([C:16]([F:17])([F:18])[F:19])[cH:12][cH:13][cH:14][cH:15]1)=[O:30]. Starting materials: CC(C)([O-])C.[Na+] (sodium t-butoxide), COC1=CC=C(C=C1)S (4-methoxybenzenethiol), BrC1CC1 (Bromocyclopropane). Run in CCO (EtOH). Run at time 1 hour. Product: C1(CC1)SC1=CC=C(C=C1)OC (1-(cyclopropylthio)-4-methoxybenzene). RXN SMILES: [CH3:1][C:2]([CH3:5])([O-])C.[Na+].[CH3:7][O:8][C:9]1[CH:14]=[CH:13][C:12]([SH:15])=[CH:11][CH:10]=1.BrC1CC1>CCO>[CH:5]1([S:15][C:12]2[CH:13]=[CH:14][C:9]([O:8][CH3:7])=[CH:10][CH:11]=2)[CH2:2][CH2:1]1 |f:0.1|. Reported procedure: To a solution of sodium t-butoxide (317 mg, 3.3 mmol) in 15 mL EtOH at 0° C. was slowly added 4-methoxybenzenethiol (420 mg, 3 mmol). After completion of addition, the reaction was stirred at RT for 1 hour before cooling down to 0° C. Bromocyclopropane (417 mg, 3.45 mmol) was added slowly, and the mixture was brought to reflux for one hour, cooled and concentrated. Water (1 mL) was added and the mixture was extract with ethyl acetate. The organic phases were dried and purified by column chromato... Yields the product CN(S(=O)(=O)C1=C(C=C(N)C(=C1)[N+](=O)[O-])N1C=CC(C=C1)=O)C (4-dimethylsulfamoyl-3-(4-oxo-4H-pyridin-1-yl)-6-nitroaniline). Conditions: temperature 130 celsius. As a reaction SMILES: Cl[C:2]1[CH:3]=[C:4]([C:6]([N+:15]([O-:17])=[O:16])=[CH:7][C:8]=1[S:9](=[O:14])(=[O:13])[N:10]([CH3:12])[CH3:11])[NH2:5].[OH:18][C:19]1[CH:24]=[CH:23][N:22]=[CH:21][CH:20]=1.[OH-].[K+]>CS(C)=O>[CH3:11][N:10]([CH3:12])[S:9]([C:8]1[CH:7]=[C:6]([N+:15]([O-:17])=[O:16])[C:4]([NH2:5])=[CH:3][C:2]=1[N:22]1[CH:23]=[CH:24][C:19](=[O:18])[CH:20]=[CH:21]1)(=[O:14])=[O:13] |f:2.3|. Procedure details: First, a mixture containing 3.0 g of 3-chloro-4-dimethylsulfamoyl-6-nitroaniline, 1.39 g of 4-hydroxypyridine, 0.91 g of 86% potassium hydroxide, and 20 ml of dimethylsulfoxide was heated in an oil bath at 130° C. for 1.5 hours. The subsequent processes were conducted in the same way as in Reference Example 3 to give 1.675 g of 4-dimethylsulfamoyl-3-(4-oxo-4H-pyridin-1-yl)-6-nitroaniline. The solvent is CS(=O)C (dimethylsulfoxide). The yield is 46.2%. The reactants are ClC=1C=C(N)C(=CC1S(N(C)C)(=O)=O)[N+](=O)[O-] (3-chloro-4-dimethylsulfamoyl-6-nitroaniline), OC1=CC=NC=C1 (4-hydroxypyridine), [OH-].[K+] (potassium hydroxide). The reagents and catalysts are [Pd].C1(=CC=CC=C1)P(C1=CC=CC=C1)C1=CC=CC=C1.C1(=CC=CC=C1)P(C1=CC=CC=C1)C1=CC=CC=C1.C1(=CC=CC=C1)P(C1=CC=CC=C1)C1=CC=CC=C1.C1(=CC=CC=C1)P(C1=CC=CC=C1)C1=CC=CC=C1 (tetrakis(triphenylphosphine) palladium (0)). Reported procedure: To a mixture of 5-bromo-4-methylpyridin-2-amine (200 mg, 1.07 mmol), tert-butyl 4-(4,4,5,5-tetramethyl-1,3,2-dioxaborolan-2-yl)-5,6-dihydropyridine-1(2H)-carboxylate (370 mg, 1.2 mmol) and sodium carbonate (400 mg, 1.28 mmol) in DMF/H2O (8/2 mL) was added tetrakis(triphenylphosphine) palladium (0) (62 mg, 5% mmol). The reaction tube is sealed, the mixture was purged with N2 for 3 min and then heated at 100° C. under N2 for overnight. The reaction was cooled to room temperature and poured into sa... Solvent: CN(C)C=O.O (DMF H2O). Reaction SMILES: Br[C:2]1[C:3]([CH3:9])=[CH:4][C:5]([NH2:8])=[N:6][CH:7]=1.CC1(C)C(C)(C)OB([C:18]2[CH2:23][CH2:22][N:21]([C:24]([O:26][C:27]([CH3:30])([CH3:29])[CH3:28])=[O:25])[CH2:20][CH:19]=2)O1.C(=O)([O-])[O-].[Na+].[Na+]>CN(C=O)C.O.[Pd].C1(P(C2C=CC=CC=2)C2C=CC=CC=2)C=CC=CC=1.C1(P(C2C=CC=CC=2)C2C=CC=CC=2)C=CC=CC=1.C1(P(C2C=CC=CC=2)C2C=CC=CC=2)C=CC=CC=1.C1(P(C2C=CC=CC=2)C2C=CC=CC=2)C=CC=CC=1>[NH2:8][C:5]1[N:6]=[CH:7][C:2]([C:18]2[CH2:23][CH2:22][N:21]([C:24]([O:26][C:27]([CH3:30])([CH3:29])[CH3:28])=[O:25])[CH2:20][CH:19]=2)=[C:3]([CH3:9])[CH:4]=1 |f:2.3.4,5.6,7.8.9.10.11|. Product: NC1=CC(=C(C=N1)C1=CCN(CC1)C(=O)OC(C)(C)C)C (tert-butyl 4-(6-amino-4-methylpyridin-3-yl)-5,6-dihydropyridine-1(2H)-carboxylate). Starting materials: BrC=1C(=CC(=NC1)N)C (5-bromo-4-methylpyridin-2-amine), CC1(OB(OC1(C)C)C1=CCN(CC1)C(=O)OC(C)(C)C)C (tert-butyl 4-(4,4,5,5-tetramethyl-1,3,2-dioxaborolan-2-yl)-5,6-dihydropyridine-1(2H)-carboxylate), C([O-])([O-])=O.[Na+].[Na+] (sodium carbonate). Conditions: temperature 100 celsius. The reactants are ClC1=C2C(=CNC(C2=CC=C1)=O)OC (5-chloro-4-methoxyisoquinolin-1-(2H)-one), O=P(Cl)(Cl)Cl (POCl3). The yield is 57.4%. As a reaction SMILES: [Cl:1][C:2]1[CH:11]=[CH:10][CH:9]=[C:8]2[C:3]=1[C:4]([O:13][CH3:14])=[CH:5][NH:6][C:7]2=O.O=P(Cl)(Cl)[Cl:17]>>[Cl:17][C:7]1[C:8]2[C:3](=[C:2]([Cl:1])[CH:11]=[CH:10][CH:9]=2)[C:4]([O:13][CH3:14])=[CH:5][N:6]=1. Procedure details: A solution of 5-chloro-4-methoxyisoquinolin-1-(2H)-one (6.4 g, 30.5 mmol) in POCl3 (45 ml) was refluxed for 18 h. The solvent was evaporated under reduced pressure and the residue was diluted with cold water. The precipitated solid was filtered, washed with water to get crude compound (4 g, 57.4%) as a light brown colored solid. 1H NMR (400 MHz, CDCl3): δ ppm 8.28-8.25 (d, J=12 Hz, 1H), 7.87 (s, 1H), 7.79-7.76 (d, J=12 Hz, 1H), 7.58-7.54 (m, 1H), 4.03 (s, 3H); MS: MS m/z 228.0 (M++1). Yields the product ClC1=NC=C(C2=C(C=CC=C12)Cl)OC (1,5-dichloro-4-methoxyisoquinoline).